This data is from the Open Reaction Database (ORD), a public repository of structured organic reaction records. The task is: describe an organic reaction: reactants, conditions, products, and yield Starting materials: ice, BrCC1=CC2=C(OC(=C2)S(N)(=O)=O)C=C1 (5-bromomethyl-2-sulfamoylbenzo[b]furan), CNC (dimethylamine). The solvent is CO (methanol). The product is CN(C)CC1=CC2=C(OC(=C2)S(N)(=O)=O)C=C1 (5-Dimethylaminomethyl-2-sulfamoylbenzo[b]furan). As a reaction SMILES: Br[CH2:2][C:3]1[CH:15]=[CH:14][C:6]2[O:7][C:8]([S:10](=[O:13])(=[O:12])[NH2:11])=[CH:9][C:5]=2[CH:4]=1.[CH3:16][NH:17][CH3:18]>CO>[CH3:16][N:17]([CH2:2][C:3]1[CH:15]=[CH:14][C:6]2[O:7][C:8]([S:10](=[O:13])(=[O:12])[NH2:11])=[CH:9][C:5]=2[CH:4]=1)[CH3:18]. Reported procedure: An ice cold, stirred solution of 5-bromomethyl-2-sulfamoylbenzo[b]furan in methanol is treated with an excess of anhydrous dimethylamine to give the title compound. The reactants are C(=O)(O)C(C)OC1=NN(C=N1)C1=C(C=C(C=C1)Cl)Cl (3-(1-carboxyethoxy)-1-(2,4-dichlorophenyl)-1,2,4-1H-triazole), S(=O)(Cl)Cl (thionyl chloride), C1(=CC=CC=C1)C (toluene). Yields the product ClC1=C(C=CC(=C1)Cl)N1N=C(N=C1)OC(C)C(=O)OC (1-(2,4-dichlorophenyl)-3-(1-methoxycarbonylethoxy)-1,2,4-1H-triazole). RXN SMILES: [C:1]([CH:4]([O:6][C:7]1[N:11]=[CH:10][N:9]([C:12]2[CH:17]=[CH:16][C:15]([Cl:18])=[CH:14][C:13]=2[Cl:19])[N:8]=1)[CH3:5])([OH:3])=[O:2].S(Cl)(Cl)=O.[C:24]1(C)C=CC=CC=1>>[Cl:19][C:13]1[CH:14]=[C:15]([Cl:18])[CH:16]=[CH:17][C:12]=1[N:9]1[CH:10]=[N:11][C:7]([O:6][CH:4]([C:1]([O:3][CH3:24])=[O:2])[CH3:5])=[N:8]1. Procedure: Three g of the compound of Example 23 was added to 75 ml of toluene and 5 ml of thionyl chloride, and the solution was heated under reflux for 2 hours. It was then cooled and evaporated under vacuum. Fifty ml of toluene was added to the residue, and that solvent was also removed under vacuum. To the residue was then added 50 ml of methanol, and the solution was heated under reflux for 2 hours, cooled and evaporated under vacuum. The residue was recrystallized from toluene to obtain 0.68 g of the... Reactants: BrC=1C=C2C=3CCCC(C3NC2=CC1)N (6-bromo-2,3,4,9-tetrahydro-1H-carbazol-1-amine), ClC1=C(C(=O)Cl)C(=CC=C1)Cl (2,6-dichlorobenzoyl chloride). The product is BrC=1C=C2C=3CCCC(C3NC2=CC1)NC(C1=C(C=CC=C1Cl)Cl)=O (N-(6-Bromo-2,3,4,9-tetrahydro-1H-carbazol-1-yl)-2,6-dichlorobenzamide), solid. Isolated yield 25.0%. RXN SMILES: [Br:1][C:2]1[CH:3]=[C:4]2[C:12](=[CH:13][CH:14]=1)[NH:11][C:10]1[CH:9]([NH2:15])[CH2:8][CH2:7][CH2:6][C:5]2=1.[Cl:16][C:17]1[CH:25]=[CH:24][CH:23]=[C:22]([Cl:26])[C:18]=1[C:19](Cl)=[O:20]>>[Br:1][C:2]1[CH:3]=[C:4]2[C:12](=[CH:13][CH:14]=1)[NH:11][C:10]1[CH:9]([NH:15][C:19](=[O:20])[C:18]3[C:17]([Cl:16])=[CH:25][CH:24]=[CH:23][C:22]=3[Cl:26])[CH2:8][CH2:7][CH2:6][C:5]2=1. Procedure details: N-(6-Bromo-2,3,4,9-tetrahydro-1H-carbazol-1-yl)-2,6-dichlorobenzamide was prepared from 6-bromo-2,3,4,9-tetrahydro-1H-carbazol-1-amine and 2,6-dichlorobenzoyl chloride in a similar manner as described above to give a white solid (25% yield). 1H-NMR (DMSO-d6): δ 10.80 (s, 1H), 9.18 (d, 1H), 7.61 (d, 1H), 7.52 (d, 1H), 7.49 (d, 1H), 7.43 (dd, 1H), 7.36 (d, 1H), 7.19 (dd, 1H), 5.27 (m, 1H), 2.69 (m, 2H), 2.08-1.82 (m, 4H); MS m/z 437 (M−1). The reactants are ClC1=C(C(=O)NC=2C=C3C=NNC3=CC2)C=C(C(=C1)F)[N+](=O)[O-] (2-chloro-4-fluoro-N-(1H-indazol-5-yl)-5-nitrobenzamide), [NH4+].[OH-] (NH4OH), CN1CCNCC1 (N-methylpiperazine), NC1=C(C(=O)NC2=CC=C3C=NNC3=C2)C=C(C(=C1)F)[N+](=O)[O-] (2-amino-4-fluoro-N-(1H-indazol-6-yl)-5-nitrobenzamide). Run in O1CCOCC1 (dioxane). Yields the product NC1=CC(=C(C(=O)NC=2C=C3C=NNC3=CC2)C=C1[N+](=O)[O-])N1CCN(CC1)C (4-amino-N-(1H-indazol-5-yl)-2-(4-methylpiperazin-1-yl)-5-nitrobenzamide). Reaction SMILES: Cl[C:2]1[CH:19]=[C:18](F)[C:17]([N+:21]([O-:23])=[O:22])=[CH:16][C:3]=1[C:4]([NH:6][C:7]1[CH:8]=[C:9]2[C:13](=[CH:14][CH:15]=1)[NH:12][N:11]=[CH:10]2)=[O:5].[NH4+].[OH-].[NH2:26]C1C=C(F)C([N+]([O-])=O)=CC=1C(NC1C=C2C(C=NN2)=CC=1)=O.[CH3:49][N:50]1[CH2:55][CH2:54][NH:53][CH2:52][CH2:51]1>O1CCOCC1>[NH2:26][C:18]1[C:17]([N+:21]([O-:23])=[O:22])=[CH:16][C:3]([C:4]([NH:6][C:7]2[CH:8]=[C:9]3[C:13](=[CH:14][CH:15]=2)[NH:12][N:11]=[CH:10]3)=[O:5])=[C:2]([N:53]2[CH2:54][CH2:55][N:50]([CH3:49])[CH2:51][CH2:52]2)[CH:19]=1 |f:1.2|. Reported procedure: A solution of 2-chloro-4-fluoro-N-(1H-indazol-5-yl)-5-nitrobenzamide (2 mmol) in dioxane (4 mL) was reacted with aqueous NH4OH using the conditions described in Example 115. After the formation of 2-amino-4-fluoro-N-(1H-indazol-6-yl)-5-nitrobenzamide was complete, the reaction mixture was charged with N-methylpiperazine (8 mmol). The contents were heated at reflux for 10 h, and the reaction mixture was cooled to RT. The contents were poured onto ice cold water with vigorous stirring. The solid f... Reactants: CC(C)(C)S(=O)/N=C/C=1C=NC(=CC1)C(F)(F)F (2-methyl-N-{(1E)-[6-(trifluoromethyl)-3-pyridinyl]methylene}-2-propanesulfinamide), C[Mg]Br (methylmagnesium bromide), C[Mg]Br (methylmagnesium bromide). The solvent is ClCCl (dichloromethane). Run at temperature -45 celsius, time 4 hour. Yields the product CC(C)(C)S(=O)N[C@H](C)C=1C=NC(=CC1)C(F)(F)F (2-Methyl-N-{(1R)-1-[6-(trifluoromethyl)-3-pyridinyl]ethyl}-2-propanesulfinamide). Reaction SMILES: [CH3:1][C:2]([S:5](/[N:7]=[CH:8]/[C:9]1[CH:10]=[N:11][C:12]([C:15]([F:18])([F:17])[F:16])=[CH:13][CH:14]=1)=[O:6])([CH3:4])[CH3:3].[CH3:19][Mg]Br>ClCCl>[CH3:4][C:2]([S:5]([NH:7][C@@H:8]([C:9]1[CH:10]=[N:11][C:12]([C:15]([F:18])([F:16])[F:17])=[CH:13][CH:14]=1)[CH3:19])=[O:6])([CH3:1])[CH3:3]. Reported procedure: To a solution of 2-methyl-N-{(1E)-[6-(trifluoromethyl)-3-pyridinyl]methylene}-2-propanesulfinamide (76.8 g, 276 mmol) in dichloromethane (920 mL) at −45° C. was added methylmagnesium bromide (3.0 M in THF; 184 mL, 552 mmol). The mixture was stirred at −45° C. for 4 h. The reaction mixture was warmed to −20° C. Additional methylmagnesium bromide (3.0 M in THF; 276 mL, 828 mmol) was added at −20° C. The reaction mixture was warmed to 0° C. and was quenched with saturated aqueous ammonium chloride ... The reactants are O[C@@]1(C([C@H](C(CC1)(C)C)CC1=C(C=C(C(=C1)OC)Br)O)=C)C ((1S,3S)-1-Hydroxy-2-methylidene-3-(2'-hydroxy-4'-bromo-5'-methoxyphenyl)methyl-1,4,4-trimethylcyclohexane), O[C@@]1(C([C@H](C(CC1)(C)C)CC1=C(C=C(C(=C1)OC)Br)O)=C)C ((1S,3S)-1-Hydroxy-2-methylidene-3-(2'-hydroxy-4'-bromo-5'-methoxyphenyl)methyl-1,4,4-trimethylcyclohexane), O[C@]1(C([C@H](C(CC1)(C)C)CC1=C(C=C(C(=C1)OC)Br)O)=C)C ((1R,3S)-1-Hydroxy-2-methylidene-3-(2'-hydroxy-4'-bromo-5'-methoxyphenyl)methyl-1,4,4-trimethylcyclohexane). Product: C=C1C(CCC([C@@H]1CC1=C(C=C(C(=C1)OC)Br)O)(C)C)=O ((3S)-2-Methylidene-3-(2'-hydroxy-4'-bromo-5'-methoxyphenyl)methyl-4,4-dimethylcyclohexan-1-one). RXN SMILES: [OH:1][C@@:2]1(C)[CH2:7][CH2:6][C:5]([CH3:9])([CH3:8])[C@H:4]([CH2:10][C:11]2[CH:16]=[C:15]([O:17][CH3:18])[C:14]([Br:19])=[CH:13][C:12]=2[OH:20])[C:3]1=[CH2:21].O[C@]1(C)CCC(C)(C)[C@H](CC2C=C(OC)C(Br)=CC=2O)C1=C>>[CH2:21]=[C:3]1[C@@H:4]([CH2:10][C:11]2[CH:16]=[C:15]([O:17][CH3:18])[C:14]([Br:19])=[CH:13][C:12]=2[OH:20])[C:5]([CH3:8])([CH3:9])[CH2:6][CH2:7][C:2]1=[O:1]. Procedure details: To a flame-dried 50 mL round-bottomed flask containing a solution of (3S)-2-methylidene-3-(2-hydroxy-4'-bromo-5'-methoxyphenyl)methyl-4,4-dimethylcyclohexan-1-one (61) (150.0 mg, 0.322 mmol) in 15 mL THF at -70° C. under nitrogen atmosphere was added methyllithium (0.60 mL of a 1.40M solution in ether, 0.840 mmol, 2.61 equiv), and the mixture was allowed to stir for 5 min before quenching with saturated aqueous NH4C1. Upon warming to room temperature, the reaction mixture was extracted with ethy...